From a dataset of the Open Reaction Database (ORD), a public repository of structured organic reaction records. describe an organic reaction: reactants, conditions, products, and yield The reactants are CCOC(C)N, C1CCOC1, CCOCCOC(=O)c1nc2cc(Cl)ccc2o1. Yields the product CCOC(C)NC(=O)c1nc2cc(Cl)ccc2o1. As a reaction SMILES: [CH2:19]([CH3:20])[O:21][CH:22]([CH3:23])[NH2:24].[CH2:25]1[O:26][CH2:27][CH2:28][CH2:29]1.[Cl:1][c:2]1[cH:3][cH:4][c:5]2[c:6]([n:7][c:8]([C:10]([O:12][CH2:11][CH2:13][O:14][CH2:15][CH3:16])=[O:17])[o:9]2)[cH:18]1>>[Cl:1][c:2]1[cH:3][cH:4][c:5]2[c:6]([n:7][c:8]([C:10](=[O:12])[NH:24][CH:22]([O:21][CH2:19][CH3:20])[CH3:23])[o:9]2)[cH:18]1.